Dataset: the Open Reaction Database (ORD), a public repository of structured organic reaction records. Task: describe an organic reaction: reactants, conditions, products, and yield Starting materials: O=C([O-])O, COC(=O)c1cnc(Nc2cnc(OC)c(F)c2)c(-c2nc(C)nc(N(Cc3ccc(OC)cc3)Cc3ccc(OC)cc3)n2)c1, ClCCl, O=C(O)C(F)(F)F, [Na+], O=S(=O)(O)C(F)(F)F. The product is COC(=O)c1cnc(Nc2cnc(OC)c(F)c2)c(-c2nc(C)nc(N)n2)c1. As a reaction SMILES: [C:55](=[O:56])([OH:57])[O-:58].[CH3:1][O:2][c:3]1[cH:4][cH:5][c:6]([CH2:7][N:8]([c:9]2[n:10][c:11](-[c:16]3[c:17]([NH:26][c:27]4[cH:28][n:29][c:30]([O:34][CH3:35])[c:31]([F:33])[cH:32]4)[n:18][cH:19][c:20]([C:21](=[O:22])[O:23][CH3:24])[cH:25]3)[n:12][c:13]([CH3:15])[n:14]2)[CH2:36][c:37]2[cH:38][cH:39][c:40]([O:41][CH3:42])[cH:43][cH:44]2)[cH:45][cH:46]1.[Cl:60][CH2:61][Cl:62].[F:63][C:64]([F:65])([F:66])[C:67]([OH:68])=[O:69].[Na+:59].[OH:47][S:48]([C:49]([F:50])([F:51])[F:52])(=[O:53])=[O:54]>>[NH2:8][c:9]1[n:10][c:11](-[c:16]2[c:17]([NH:26][c:27]3[cH:28][n:29][c:30]([O:34][CH3:35])[c:31]([F:33])[cH:32]3)[n:18][cH:19][c:20]([C:21](=[O:22])[O:23][CH3:24])[cH:25]2)[n:12][c:13]([CH3:15])[n:14]1. The reactants are C1(=CC(=CC=C1)N1C(=CC(C(=C1)OC)=O)C1=CC=CC=C1)C1=CC=CC=C1 (1-(Biphenyl-3-yl)-5-methoxy-2-phenylpyridin-4(1H)-one), B(Br)(Br)Br (BBr3), solution. Run in C(Cl)Cl (CH2Cl2). Run at time 1 hour. Yields the product C1(=CC(=CC=C1)N1C(=CC(C(=C1)O)=O)C1=CC=CC=C1)C1=CC=CC=C1 (1-(biphenyl-3-yl)-5-hydroxy-2-phenylpyridin-4(1H)-one). Isolated yield 99.0%. As a reaction SMILES: [C:1]1([C:22]2[CH:27]=[CH:26][CH:25]=[CH:24][CH:23]=2)[CH:6]=[CH:5][CH:4]=[C:3]([N:7]2[CH:12]=[C:11]([O:13]C)[C:10](=[O:15])[CH:9]=[C:8]2[C:16]2[CH:21]=[CH:20][CH:19]=[CH:18][CH:17]=2)[CH:2]=1.B(Br)(Br)Br>C(Cl)Cl>[C:1]1([C:22]2[CH:27]=[CH:26][CH:25]=[CH:24][CH:23]=2)[CH:6]=[CH:5][CH:4]=[C:3]([N:7]2[CH:12]=[C:11]([OH:13])[C:10](=[O:15])[CH:9]=[C:8]2[C:16]2[CH:21]=[CH:20][CH:19]=[CH:18][CH:17]=2)[CH:2]=1. Procedure details: 1-(Biphenyl-3-yl)-5-methoxy-2-phenylpyridin-4(1H)-one (20 mg, 0.056 mmol) was treated with BBr3 (0.5 mL of a 1 M solution in CH2Cl2) and stirred at room temperature. After 1 h, the reaction mixture was cooled to 0° C. and quenched with dropwise addition of MeOH (0.1 mL), before being concentrated under a stream of N2, diluted with MeOH (0.8 mL) and purified by reversed phase HPLC (2 cm×5 cm C18, acetonitrile-water gradient, 0.05% TFA added) to provide (99%) of 1-(biphenyl-3-yl)-5-hydroxy-2-pheny... The reactants are NC=1C=C(C(=NC1N)C(=O)OCC)C(=O)OCC (Diethyl 5,6-diamino-2,3-pyridinedicarboxylate), ice water, [OH-].[NH4+] (ammonium hydroxide), C(CO)N(CCO)CCO (TEOA). Run in C(C)(=O)O (acetic acid). Yields the product CC1=NC=2C(NC(=C(C2)C(=O)OCC)C(=O)OCC)=N1 (diethyl 2-methyl-imidazo[4,5-b]pyridine-5,6-dicarboxylate). Reaction SMILES: [NH2:1][C:2]1[CH:3]=[C:4]([C:14]([O:16][CH2:17][CH3:18])=[O:15])[C:5]([C:9]([O:11][CH2:12][CH3:13])=[O:10])=[N:6][C:7]=1[NH2:8].[CH2:19](N(CCO)CCO)[CH2:20]O.[OH-].[NH4+]>C(O)(=O)C>[CH3:19][C:20]1[N:8]=[C:7]2[NH:6][C:5]([C:9]([O:11][CH2:12][CH3:13])=[O:10])=[C:4]([C:14]([O:16][CH2:17][CH3:18])=[O:15])[CH:3]=[C:2]2[N:1]=1 |f:2.3|. Reported procedure: Diethyl 5,6-diamino-2,3-pyridinedicarboxylate (10.38 g, 0.041 mol) is stirred under an N2 atmosphere in 100 mL glacial acetic acid, to give a clear orange solution. Triethylortboacetate (TEOA), (0.19 mol) is then added and the mixture is heated to reflux for 15 hours. The cooled solution is poured into ice water and neutralized with ammonium hydroxide. The solution is extracted with ethyl acetate, the combined organic layers washed with brine. dried over Na2SO4, filtered and concentrated to an o... Starting materials: CC(C)(C)CC(=O)Nc1ccc2c(c1)cc(C(=O)O)n2Cc1ccccc1F, CCN=C=NCCCN(C)C, CN(C)c1ccncc1, Cl, CC(C)(C)OC(=O)Nc1ccc(N)cc1, CN(C)C=O. Product: CC(C)(C)CC(=O)Nc1ccc2c(c1)cc(C(=O)Nc1ccc(NC(=O)OC(C)(C)C)cc1)n2Cc1ccccc1F. As a reaction SMILES: [CH3:1][C:2]([CH2:3][C:4](=[O:5])[NH:6][c:7]1[cH:8][c:9]2[cH:10][c:11]([C:24](=[O:25])[OH:26])[n:12]([CH2:16][c:17]3[c:18]([F:23])[cH:19][cH:20][cH:21][cH:22]3)[c:13]2[cH:14][cH:15]1)([CH3:27])[CH3:28].[CH3:29][N:30]([CH3:31])[CH2:32][CH2:33][CH2:34][N:35]=[C:36]=[N:37][CH2:38][CH3:39].[CH3:56][N:57]([CH3:58])[c:59]1[cH:60][cH:61][n:62][cH:63][cH:64]1.[ClH:40].[NH2:41][c:42]1[cH:43][cH:44][c:45]([NH:48][C:49]([O:50][C:51]([CH3:52])([CH3:53])[CH3:54])=[O:55])[cH:46][cH:47]1.[O:65]=[CH:66][N:67]([CH3:68])[CH3:69]>>[CH3:1][C:2]([CH2:3][C:4](=[O:5])[NH:6][c:7]1[cH:8][c:9]2[cH:10][c:11]([C:24](=[O:26])[NH:41][c:42]3[cH:43][cH:44][c:45]([NH:48][C:49]([O:50][C:51]([CH3:52])([CH3:53])[CH3:54])=[O:55])[cH:46][cH:47]3)[n:12]([CH2:16][c:17]3[c:18]([F:23])[cH:19][cH:20][cH:21][cH:22]3)[c:13]2[cH:14][cH:15]1)([CH3:27])[CH3:28]. Reactants: CCN(C(C)C)C(C)C, CCOC(=O)C(C(=O)OCC)C(=O)c1ccc(I)cc1, O=P(Cl)(Cl)Cl. Product: CCOC(=O)C(C(=O)OCC)=C(Cl)c1ccc(I)cc1. Reaction SMILES: [CH:21]([N:22]([CH:23]([CH3:24])[CH3:25])[CH2:26][CH3:27])([CH3:28])[CH3:29].[I:1][c:2]1[cH:3][cH:4][c:5]([C:6](=[O:7])[CH:8]([C:9](=[O:10])[O:11][CH2:12][CH3:13])[C:14](=[O:15])[O:16][CH2:17][CH3:18])[cH:19][cH:20]1.[P:30]([Cl:31])([Cl:32])([Cl:33])=[O:34]>>[I:1][c:2]1[cH:3][cH:4][c:5]([C:6](=[C:8]([C:9](=[O:10])[O:11][CH2:12][CH3:13])[C:14](=[O:15])[O:16][CH2:17][CH3:18])[Cl:32])[cH:19][cH:20]1. Starting materials: CNC(=O)c1cc(Oc2ccc(N)cc2)ccn1, CO, O=C(Cl)Oc1ccc([N+](=O)[O-])cc1, ClCCl, Cc1ccc(-n2nc(-c3ccco3)cc2N)cc1. RXN SMILES: [CH3:32][NH:33][C:34](=[O:35])[c:36]1[n:37][cH:38][cH:39][c:40]([O:42][c:43]2[cH:44][cH:45][c:46]([NH2:49])[cH:47][cH:48]2)[cH:41]1.[CH3:50][OH:51].[Cl:19][C:20](=[O:21])[O:22][c:23]1[cH:24][cH:25][c:26]([N+:27]([O-:28])=[O:29])[cH:30][cH:31]1.[Cl:52][CH2:53][Cl:54].[o:1]1[c:2](-[c:6]2[cH:7][c:8]([NH2:18])[n:9](-[c:11]3[cH:12][cH:13][c:14]([CH3:17])[cH:15][cH:16]3)[n:10]2)[cH:3][cH:4][cH:5]1>>[o:1]1[c:2](-[c:6]2[cH:7][c:8]([NH:18][C:20](=[O:21])[NH:49][c:46]3[cH:45][cH:44][c:43]([O:42][c:40]4[cH:39][cH:38][n:37][c:36]([C:34]([NH:33][CH3:32])=[O:35])[cH:41]4)[cH:48][cH:47]3)[n:9](-[c:11]3[cH:12][cH:13][c:14]([CH3:17])[cH:15][cH:16]3)[n:10]2)[cH:3][cH:4][cH:5]1. Product: CNC(=O)c1cc(Oc2ccc(NC(=O)Nc3cc(-c4ccco4)nn3-c3ccc(C)cc3)cc2)ccn1.